This data is from the Open Reaction Database (ORD), a public repository of structured organic reaction records. The task is: describe an organic reaction: reactants, conditions, products, and yield Starting materials: C(=O)[O-].[NH4+] (Ammonium formate), COC(=O)C1=NC(=C(N=C1N)NC1CCN(CC1)CC1=CC=CC=C1)Cl (3-Amino-5-(1-benzyl-piperidin-4-ylamino)-6-chloro-pyrazine-2-carboxylic acid methyl ester). Solvent: C(C)O (ethanol). Run at temperature 80 celsius, time 30 minute. The product is COC(=O)C1=NC=C(N=C1N)NC1CCNCC1 (3-Amino-5-(piperidin-4-ylamino)-pyrazine-2-carboxylic acid methyl ester). Isolated yield 107.8%. As a reaction SMILES: C([O-])=O.[NH4+].[CH3:5][O:6][C:7]([C:9]1[C:14]([NH2:15])=[N:13][C:12]([NH:16][CH:17]2[CH2:22][CH2:21][N:20](CC3C=CC=CC=3)[CH2:19][CH2:18]2)=[C:11](Cl)[N:10]=1)=[O:8]>C(O)C>[CH3:5][O:6][C:7]([C:9]1[C:14]([NH2:15])=[N:13][C:12]([NH:16][CH:17]2[CH2:22][CH2:21][NH:20][CH2:19][CH2:18]2)=[CH:11][N:10]=1)=[O:8] |f:0.1|. Procedure details: Ammonium formate (3.5 g, 48 mmol) was added to a solution of (37) (1.8 g, 4.8 mmol) in 60 mL of absolute ethanol. The mixture was purged with argon then palladium (0.5 g, 5% on activated carbon) was added. The resulting mixture was heated at 80° C. for with argon then palladium (0.5 g, 5% on activated carbon) was added. The resulting mixture was heated at 80° C. for 12 h then was cooled to 25° C. and filtered through celite. The filtrate was concentrated in vacuo and the residue was cooled to 0°...